From a dataset of the Open Reaction Database (ORD), a public repository of structured organic reaction records. describe an organic reaction: reactants, conditions, products, and yield Reactants: C(CCC)NC1CC(NC(C1)(C)C)(C)C (N-butyl-2,2,6,6-tetramethyl-4-piperidylamine), C(OCC)(=O)Cl (ethyl chlorocarbonate), C(=O)([O-])[O-].[K+].[K+] (K2CO3). The solvent is C1(=CC=CC=C1)C (toluene). Product: C(CCC)N(C(=O)OCC)C1CC(NC(C1)(C)C)(C)C (N-butyl-N-ethoxycarbonyl-2,2,6,6-tetramethyl-4-piperidylamine). RXN SMILES: [CH2:1]([NH:5][CH:6]1[CH2:11][C:10]([CH3:13])([CH3:12])[NH:9][C:8]([CH3:15])([CH3:14])[CH2:7]1)[CH2:2][CH2:3][CH3:4].[C:16](Cl)(=[O:20])[O:17][CH2:18][CH3:19].C([O-])([O-])=O.[K+].[K+]>C1(C)C=CC=CC=1>[CH2:1]([N:5]([CH:6]1[CH2:7][C:8]([CH3:14])([CH3:15])[NH:9][C:10]([CH3:13])([CH3:12])[CH2:11]1)[C:16]([O:17][CH2:18][CH3:19])=[O:20])[CH2:2][CH2:3][CH3:4] |f:2.3.4|. Reported procedure: The N-butyl-N-ethoxycarbonyl-2,2,6,6-tetramethyl-4-piperidylamine is prepared by reacting N-butyl-2,2,6,6-tetramethyl-4-piperidylamine with ethyl chlorocarbonate at 15°-25° C. in toluene in the presence of an aqueous solution of K2CO3. The product obtained, which is 99.2% pure, is employed directly, without any purification. The reactants are ClC1=CC=NC2=CC(=C(C=C12)OC)OC (4-Chloro-6,7-dimethoxyquinoline), OC1=C(C(=O)C2=CC=CC=C2)C=CC=C1 (2-hydroxybenzophenone). The reagents and catalysts are CN(C1=CC=NC=C1)C (4-dimethylaminopyridine). Run in ClC1=C(C=CC=C1)Cl (o-dichlorobenzene). Reaction conditions: temperature 160 celsius, time 4 hour. Product: COC=1C=C2C(=CC=NC2=CC1OC)OC1=C(C=CC=C1)C(=O)C1=CC=CC=C1 ({2-[(6,7-Dimethoxy-4-quinolyl)oxy]-phenyl}(phenyl)-methanone). RXN SMILES: Cl[C:2]1[C:11]2[C:6](=[CH:7][C:8]([O:14][CH3:15])=[C:9]([O:12][CH3:13])[CH:10]=2)[N:5]=[CH:4][CH:3]=1.[OH:16][C:17]1[CH:30]=[CH:29][CH:28]=[CH:27][C:18]=1[C:19]([C:21]1[CH:26]=[CH:25][CH:24]=[CH:23][CH:22]=1)=[O:20]>CN(C)C1C=CN=CC=1.ClC1C=CC=CC=1Cl>[CH3:13][O:12][C:9]1[CH:10]=[C:11]2[C:6](=[CH:7][C:8]=1[O:14][CH3:15])[N:5]=[CH:4][CH:3]=[C:2]2[O:16][C:17]1[CH:30]=[CH:29][CH:28]=[CH:27][C:18]=1[C:19]([C:21]1[CH:22]=[CH:23][CH:24]=[CH:25][CH:26]=1)=[O:20]. Procedure details: 4-Chloro-6,7-dimethoxyquinoline (58 mg), 2-hydroxybenzophenone (271 mg), and 4-dimethylaminopyridine (166 mg) were suspended in o-dichlorobenzene (5 ml), and the suspension was stirred at 160° C. for 4 hr. The reaction solution was cooled to room temperature, and the solvent was then removed therefrom by distillation under the reduced pressure. Chloroform was added to the residue, and the mixture was washed with a 1 N aqueous potassium hydroxide solution and saturated brine and was dried over an... Starting materials: CCOP(=O)(C#N)OCC, CCOC(C)=O, CC(C)(C)C(=O)ONC(CSc1c(N)cccc1-c1ccccc1)C(=O)O, CN(C)C=O. Product: CC(C)(C)C(=O)ONC1CSc2c(cccc2-c2ccccc2)NC1=O. RXN SMILES: [C:1]([P:2](=[O:3])([O:4][CH2:5][CH3:6])[O:7][CH2:8][CH3:9])#[N:10].[CH3:43][CH2:44][O:45][C:46]([CH3:47])=[O:48].[NH2:11][c:12]1[c:13]([S:24][CH2:25][CH:26]([NH:27][O:28][C:29]([C:30]([CH3:31])([CH3:32])[CH3:33])=[O:34])[C:35](=[O:36])[OH:37])[c:14](-[c:18]2[cH:19][cH:20][cH:21][cH:22][cH:23]2)[cH:15][cH:16][cH:17]1.[O:38]=[CH:39][N:40]([CH3:41])[CH3:42]>>[NH:11]1[c:12]2[c:13]([c:14](-[c:18]3[cH:19][cH:20][cH:21][cH:22][cH:23]3)[cH:15][cH:16][cH:17]2)[S:24][CH2:25][CH:26]([NH:27][O:28][C:29]([C:30]([CH3:31])([CH3:32])[CH3:33])=[O:34])[C:35]1=[O:36]. The reactants are C1COCCN1, Clc1ccc2nc3c(n2n1)CCCC3, O. The product is c1cc2nc3c(n2nc1N1CCOCC1)CCCC3. RXN SMILES: [CH2:15]1[CH2:16][O:17][CH2:18][CH2:19][NH:20]1.[Cl:1][c:2]1[n:3][n:4]2[c:5]([n:6][c:7]3[c:8]2[CH2:9][CH2:10][CH2:11][CH2:12]3)[cH:13][cH:14]1.[OH2:21]>>[c:2]1([N:20]2[CH2:15][CH2:16][O:17][CH2:18][CH2:19]2)[n:3][n:4]2[c:5]([n:6][c:7]3[c:8]2[CH2:9][CH2:10][CH2:11][CH2:12]3)[cH:13][cH:14]1. Starting materials: SC1=C(CCOC1)C(=O)OCC (ethyl 5-sulfanyl-3,6-dihydro-2H-pyran-4-carboxylate), B1(OO1)[O-].O.O.O.O.[Na+] (Sodium perborate tetrahydrate). Solvent: C(C)(=O)O (acetic acid), C(C)(=O)O (acetic acid). Reaction conditions: time 3 hour. The product is C(C)OC(=O)C1=C(COCC1)S(=O)(=O)O (4-(ethoxycarbonyl)-5,6-dihydro-2H-pyran-3-sulfonic acid). Isolated yield 219.9%. RXN SMILES: B1([O-])OO1.[OH2:5].[OH2:6].[OH2:7].O.[Na+].[SH:10][C:11]1[CH2:16][O:15][CH2:14][CH2:13][C:12]=1[C:17]([O:19][CH2:20][CH3:21])=[O:18]>C(O)(=O)C>[CH2:20]([O:19][C:17]([C:12]1[CH2:13][CH2:14][O:15][CH2:16][C:11]=1[S:10]([OH:7])(=[O:6])=[O:5])=[O:18])[CH3:21] |f:0.1.2.3.4.5|. Procedure: Sodium perborate tetrahydrate (24.5 g) was added to acetic acid (130 ml) and the mixture was heated to 50–55° C. Thereto was added dropwise a solution of ethyl 5-sulfanyl-3,6-dihydro-2H-pyran-4-carboxylate (10.0 g) in acetic acid (30 ml) over 2 h. The mixture was stirred at 50–55° C. for 3 h, and the reaction mixture was concentrated under reduced pressure. To the residue was added acetonitrile (230 ml) and the mixture was stirred at room temperature for 2 days, and the resultant insoluble mater...